Dataset: the Open Reaction Database (ORD), a public repository of structured organic reaction records. Task: describe an organic reaction: reactants, conditions, products, and yield Reactants: CCOC(=O)c1cc(N2CCCCC2)ccc1[N+](=O)[O-], CO, [H][H], O=[Pt]. The product is CCOC(=O)c1cc(N2CCCCC2)ccc1N. As a reaction SMILES: [CH2:1]([CH3:2])[O:3][C:4]([c:5]1[c:6]([N+:17]([O-:18])=[O:19])[cH:7][cH:8][c:9]([N:11]2[CH2:12][CH2:13][CH2:14][CH2:15][CH2:16]2)[cH:10]1)=[O:20].[CH3:23][OH:24].[H:21][H:22].[Pt:25]=[O:26]>>[CH2:1]([CH3:2])[O:3][C:4]([c:5]1[c:6]([NH2:17])[cH:7][cH:8][c:9]([N:11]2[CH2:12][CH2:13][CH2:14][CH2:15][CH2:16]2)[cH:10]1)=[O:20]. As a reaction SMILES: [CH3:1][O-:2].[Na+].[Br:4][C:5]1[CH:12]=[CH:11][CH:10]=[CH:9][C:6]=1[CH2:7]Br.C1(C)C=CC=CC=1.O>CO>[CH3:1][O:2][CH2:7][C:6]1[CH:9]=[CH:10][CH:11]=[CH:12][C:5]=1[Br:4] |f:0.1|. Solvent: CO (methanol), CO (methanol). Starting materials: BrC1=C(CBr)C=CC=C1 (o-bromobenzyl bromide), solution, C[O-].[Na+] (sodium methoxide), C1(=CC=CC=C1)C (toluene), O (water). Reaction conditions: time 2 hour. The product is COCC1=C(C=CC=C1)Br (1-methoxymethyl-2-bromobenzene). Procedure details: A temperature of 59.8 g of a 28% solution of sodium methoxide in methanol was raised to 60° C., a mixture solution of 70.4 g of o-bromobenzyl bromide and 70.4 g of methanol was added dropwise, and this was retained at 60° C. for 2 hours. After the mixture was cooled to room temperature, 211 g of toluene and 211 g of water were added thereto, the mixture was stirred, and layers were separated, and an organic layer was recovered. An aqueous layer was extracted with 211 g of toluene three times, th... Starting materials: C1(=CC=CC=C1)S(=O)(=O)Cl (benzenesulfonyl chloride), NNC(=O)NN (carbohydrazide), C([O-])(O)=O.[Na+] (sodium bicarbonate), 3. Run in C(C)O (ethanol). Reaction conditions: time 10 minute. Product: C1(=CC=CC=C1)S(=O)(=O)NNC(=O)NNS(=O)(=O)C1=CC=CC=C1 (1,5-bis(benzenesulfonyl) carbohydrazide). As a reaction SMILES: [C:1]1([S:7](Cl)(=[O:9])=[O:8])[CH:6]=[CH:5][CH:4]=[CH:3][CH:2]=1.[NH2:11][NH:12][C:13]([NH:15][NH2:16])=[O:14].C(=O)(O)[O-].[Na+]>C(O)C>[C:1]1([S:7]([NH:11][NH:12][C:13]([NH:15][NH:16][S:7]([C:1]2[CH:6]=[CH:5][CH:4]=[CH:3][CH:2]=2)(=[O:9])=[O:8])=[O:14])(=[O:9])=[O:8])[CH:6]=[CH:5][CH:4]=[CH:3][CH:2]=1 |f:2.3|. Reported procedure: 175.6 g (1.0 mole) of benzenesulfonyl chloride was added to a stirred mixture of 45 g (0.5 mole) carbohydrazide and 100 g sodium bicarbonate in 1000 ml ethanol in a 3 liter 3 neck flask. The mixture was heated to gentle reflux for six hours. The cooled mixture was filtered and the solid precipitate (containing the desired product along with sodium chloride) was washed with ethanol and dried. Yield: 207 g. This mixture was then suspended in water and stirred for 10 minutes. The insoluble solid wa...